Dataset: the Open Reaction Database (ORD), a public repository of structured organic reaction records. Task: describe an organic reaction: reactants, conditions, products, and yield Starting materials: [Al+3], CCOCC, N#Cc1ccc(OC(F)(F)F)cc1, [H-], [H-], [H-], [H-], [Li+], [Na+], [OH-], O. Product: OCc1ccc(OC(F)(F)F)cc1. As a reaction SMILES: [Al+3:2].[CH3:23][CH2:24][O:25][CH2:26][CH3:27].[F:7][C:8]([O:9][c:10]1[cH:11][cH:12][c:13]([C:14]#[N:15])[cH:16][cH:17]1)([F:18])[F:19].[H-:1].[H-:4].[H-:5].[H-:6].[Li+:3].[Na+:22].[OH-:21].[OH2:20]>>[F:7][C:8]([O:9][c:10]1[cH:11][cH:12][c:13]([CH2:14][OH:20])[cH:16][cH:17]1)([F:18])[F:19]. Starting materials: BrC1=C(OCS(=O)(=O)O)C=CC=C1 ((o-bromophenoxy)methane sulfonic acid), [Na] (sodium), P(Cl)(Cl)(Cl)(Cl)Cl (PCl5), ice. The solvent is CCOCC (ether). Reaction conditions: time 10 minute. Yields the product BrC1=C(C=CC=C1)OCCl (o-Bromo-α-chloroanisole). Isolated yield 87.3%. Reaction SMILES: [Br:1][C:2]1[CH:13]=[CH:12][CH:11]=[CH:10][C:3]=1[O:4][CH2:5]S(O)(=O)=O.[Na].P(Cl)(Cl)(Cl)(Cl)[Cl:16]>CCOCC>[Br:1][C:2]1[CH:13]=[CH:12][CH:11]=[CH:10][C:3]=1[O:4][CH2:5][Cl:16] |^1:13|. Procedure: A mixture of 29.0 g of (o-bromophenoxy)methane sulfonic acid, sodium salt and 50.0 g of PCl5 are thoroughly blended in a mortar. After about 10 minutes of continuous mixing, the mixture partly melts, a vigorous reaction occurs, and the whole turns to a liquid. The mixture is kept 15 minutes with occasional stirring, 700 ml of ether is added (a white solid separates) and the mixture is poured into 750 g of crushed ice. The ether solution is separated, washed, dried, and concentrated in vacuo to g... Solvent: C(C)O (ethanol). As a reaction SMILES: [Cl:1][C:2]1[C:3]([NH:20][C:21]2[CH:25]=[C:24]([CH:26]3[CH2:28][CH2:27]3)[NH:23][N:22]=2)=[N:4][C:5]([C:8]2[S:12][C:11]([C:13](=[O:19])[C:14]([O:16]CC)=[O:15])=[CH:10][CH:9]=2)=[N:6][CH:7]=1.[OH-].[Na+]>C(O)C>[Cl:1][C:2]1[C:3]([NH:20][C:21]2[CH:25]=[C:24]([CH:26]3[CH2:28][CH2:27]3)[NH:23][N:22]=2)=[N:4][C:5]([C:8]2[S:12][C:11]([C:13](=[O:19])[C:14]([OH:16])=[O:15])=[CH:10][CH:9]=2)=[N:6][CH:7]=1 |f:1.2|. Starting materials: ClC=1C(=NC(=NC1)C1=CC=C(S1)C(C(=O)OCC)=O)NC1=NNC(=C1)C1CC1 (ethyl 2-(5-(5-chloro-4-(5-cyclopropyl-1H-pyrazol-3-ylamino)pyrimidin-2-yl)thiophen-2-yl)-2-oxoacetate), ClC=1C(=NC(=NC1)C1=CC=C(S1)C(C(=O)OCC)=O)NC1=NNC(=C1)C1CC1 (ethyl 2-(5-(5-chloro-4-(5-cyclopropyl-1H-pyrazol-3-ylamino)pyrimidin-2-yl)thiophen-2-yl)-2-oxoacetate), [OH-].[Na+] (NaOH). Conditions: time 1 hour. Procedure details: To a solution of ethyl 2-(5-(5-chloro-4-(5-cyclopropyl-1H-pyrazol-3-ylamino)pyrimidin-2-yl)thiophen-2-yl)-2-oxoacetate (Compound 189) (50 mg, 0.12 mmol, 1.0 eq) in ethanol (15 mL) was added 1 N NaOH (0.5 mL, 0.48 mmol, 4.0 eq). The mixture was stirred at room temperature for 1 hour, then, concentrated and the residue was redissolved in water. To the solution was added 1N HCl (0.5 mL) and the mixture was stirred for 0.5 h at 23° C. The solution was filtered to afford 2-(5-(5-chloro-4-(5-cycloprop... Yields the product ClC=1C(=NC(=NC1)C1=CC=C(S1)C(C(=O)O)=O)NC1=NNC(=C1)C1CC1 (2-(5-(5-chloro-4-(5-cyclopropyl-1H-pyrazol-3-ylamino)pyrimidin-2-yl)thiophen-2-yl)-2-oxoacetic acid). The reactants are [BH4-].[Na+] (sodium borohydride), C(C)(=O)[O-].[Na+] (Sodium acetate), COC(=O)C=1C=C(C2=C(S(CC3=C(O2)C(=CC(=C3)CN)Cl)(=O)=O)C1)C (2-Aminomethyl-4-chloro-6-methyl-10,10-dioxo-10,11-dihydro-5-oxa-10lambda *6*-thia-dibenzo[a,d]cycloheptene-8-carboxylic acid methyl ester), C(C1=CC=CC=C1)=O (benzaldehyde), C([O-])(O)=O.[Na+] (sodium bicarbonate). The solvent is O (water), CO (methanol). Run at time 2.5 hour. Yields the product COC(=O)C=1C=C(C2=C(S(CC3=C(O2)C(=CC(=C3)CNCC3=CC=CC=C3)Cl)(=O)=O)C1)C (2-(Benzylamino-methyl)-4-chloro-6-methyl-10,10-dioxo-10,11-dihydro-5-oxa-10lambda*6*-thia-dibenzo[a,d]cycloheptene-8-carboxylic acid methyl ester). RXN SMILES: C([O-])(=O)C.[Na+].[CH3:6][O:7][C:8]([C:10]1[CH:11]=[C:12]([CH3:30])[C:13]2[O:19][C:18]3[C:20]([Cl:26])=[CH:21][C:22]([CH2:24][NH2:25])=[CH:23][C:17]=3[CH2:16][S:15](=[O:28])(=[O:27])[C:14]=2[CH:29]=1)=[O:9].[CH:31](=O)[C:32]1[CH:37]=[CH:36][CH:35]=[CH:34][CH:33]=1.[BH4-].[Na+].C(=O)(O)[O-].[Na+]>CO.O>[CH3:6][O:7][C:8]([C:10]1[CH:11]=[C:12]([CH3:30])[C:13]2[O:19][C:18]3[C:20]([Cl:26])=[CH:21][C:22]([CH2:24][NH:25][CH2:31][C:32]4[CH:37]=[CH:36][CH:35]=[CH:34][CH:33]=4)=[CH:23][C:17]=3[CH2:16][S:15](=[O:27])(=[O:28])[C:14]=2[CH:29]=1)=[O:9] |f:0.1,4.5,6.7|. Procedure details: Sodium acetate (0.107 g, 1.30 mmol) was added to a solution of Example 198k (0.2 g, 0.52 mmol) in dry methanol (15 mL). Subsequently benzaldehyde (0.083 mL, 0.78 mmol) was added and the reaction mixture was stirred for 2.5 h. It was then chilled and treated with sodium borohydride (0.19 g, 0.52 mmol). The reaction mixture was stirred overnight at room temperature, then treated with an aqueous 10% sodium bicarbonate solution (2 mL), diluted with water and extracted with ethyl acetate. The organic... Product: CC(F)(F)C(C)(O)C(F)(F)F. Reaction SMILES: [CH3:1][CH:2]([C:3]([F:4])([F:5])[F:6])[C:7]([CH3:8])([F:9])[F:10].[OH2:16].[S:11]([OH:12])(=[O:13])(=[O:14])[OH:15]>>[CH3:1][C:2]([C:3]([F:4])([F:5])[F:6])([C:7]([CH3:8])([F:9])[F:10])[OH:12]. Reactants: CC(C(C)(F)F)C(F)(F)F, O, O=S(=O)(O)O.